This data is from the Open Reaction Database (ORD), a public repository of structured organic reaction records. The task is: describe an organic reaction: reactants, conditions, products, and yield Starting materials: NC1=C(OC2=NC(=C(C=C21)C2=CC=C(C=C2)Cl)C2=C(C=CC=C2)Cl)C(=O)C=2C=NC=CC2 ([3-Amino-6-(2-chlorophenyl)-5-(4-chlorophenyl)furo[2,3-b]pyridin-2-yl](pyridin-3-yl)methanone), C(C)(=O)OCC(=O)Cl (acetoxyacetyl chloride), ester. The product is ClC1=C(C=CC=C1)C1=C(C=C2C(=N1)OC(=C2NC(CO)=O)C(=O)C=2C=NC=CC2)C2=CC=C(C=C2)Cl (N-[6-(2-chlorophenyl)-5-(4-chlorophenyl)-2-(pyridin-3-ylcarbonyl)furo[2,3-b]pyridin-3-yl]-2-hydroxyacetamide). RXN SMILES: [NH2:1][C:2]1[C:10]2[C:5](=[N:6][C:7]([C:18]3[CH:23]=[CH:22][CH:21]=[CH:20][C:19]=3[Cl:24])=[C:8]([C:11]3[CH:16]=[CH:15][C:14]([Cl:17])=[CH:13][CH:12]=3)[CH:9]=2)[O:4][C:3]=1[C:25]([C:27]1[CH:28]=[N:29][CH:30]=[CH:31][CH:32]=1)=[O:26].C([O:36][CH2:37][C:38](Cl)=[O:39])(=O)C>>[Cl:24][C:19]1[CH:20]=[CH:21][CH:22]=[CH:23][C:18]=1[C:7]1[N:6]=[C:5]2[O:4][C:3]([C:25]([C:27]3[CH:28]=[N:29][CH:30]=[CH:31][CH:32]=3)=[O:26])=[C:2]([NH:1][C:37](=[O:36])[CH2:38][OH:39])[C:10]2=[CH:9][C:8]=1[C:11]1[CH:12]=[CH:13][C:14]([Cl:17])=[CH:15][CH:16]=1. Procedure: Using the general acylating procedure described in Example 18, the product of Example 157 was reacted with acetoxyacetyl chloride and then subjected to the general ester hydrolysis procedure described in Example 25 to afford the title compound. HPLC/MS: 518.0 (M+1), 520.0 (M+3); Rt=3.52 min.